From a dataset of the Open Reaction Database (ORD), a public repository of structured organic reaction records. describe an organic reaction: reactants, conditions, products, and yield Reactants: FC1=CC=C(N(C)CC(C)N)C=C1 (2-(4-fluoro-N-methylanilino)-1-methylethylamine), ClC(=O)OCC(C)C (isobutyl chloroformate), CN1CCCCC1 (N-methylpiperidine), O(C1=CC=CC=C1)C(=O)N[C@@H](C(C)C)C(=O)O (N-phenoxycarbonyl-L-valine). The solvent is O (Water), C(Cl)Cl (methylene chloride). Conditions: temperature -20 celsius, time 1 hour. Yields the product FC1=CC=C(N(C)CC(C)NC([C@@H](NC(=O)OC2=CC=CC=C2)C(C)C)=O)C=C1 (N1 -[2-(4-fluoro-N-methylanilino)-1-methylethyl]-N2 -phenoxycarbonyl-L-valinamide), crystal. Isolated yield 19.0%. RXN SMILES: CN1CCCCC1.[O:8]([C:15]([NH:17][C@H:18]([C:22]([OH:24])=O)[CH:19]([CH3:21])[CH3:20])=[O:16])[C:9]1[CH:14]=[CH:13][CH:12]=[CH:11][CH:10]=1.ClC(OCC(C)C)=O.[F:33][C:34]1[CH:45]=[CH:44][C:37]([N:38]([CH2:40][CH:41]([NH2:43])[CH3:42])[CH3:39])=[CH:36][CH:35]=1>C(Cl)Cl.O>[F:33][C:34]1[CH:45]=[CH:44][C:37]([N:38]([CH2:40][CH:41]([NH:43][C:22](=[O:24])[C@H:18]([CH:19]([CH3:20])[CH3:21])[NH:17][C:15]([O:8][C:9]2[CH:10]=[CH:11][CH:12]=[CH:13][CH:14]=2)=[O:16])[CH3:42])[CH3:39])=[CH:36][CH:35]=1. Reported procedure: 1.6 g of N-methylpiperidine was added to a solution containing 3.9 g of N-phenoxycarbonyl-L-valine dissolved in 80 ml of methylene chloride, at -20° C. After the mixture was stirred for 10 minutes at the same temperature, 2.2 g of isobutyl chloroformate was added to the mixture, and stirred for 1 hour at -20° C. 3.0 g of 2-(4-fluoro-N-methylanilino)-1-methylethylamine was added to this mixture at -60° C., and then the reaction mixture was allowed to sit and warm naturally to room temperature whi... Reactants: CSC1=NCCN1, CO, NCc1ccc(Cl)c(Cl)c1, I. Yields the product Clc1ccc(CNC2=NCCN2)cc1Cl, I. Reaction SMILES: [CH3:12][S:13][C:14]1=[N:18][CH2:17][CH2:16][NH:15]1.[CH3:19][OH:20].[Cl:1][c:2]1[cH:3][c:4]([CH2:5][NH2:6])[cH:7][cH:8][c:9]1[Cl:10].[IH:11]>>[Cl:1][c:2]1[cH:3][c:4]([CH2:5][NH:6][C:14]2=[N:15][CH2:16][CH2:17][NH:18]2)[cH:7][cH:8][c:9]1[Cl:10].[IH:11]. Reactants: FC(C(O)(C1=CN(C2=CC=CC=C12)C)C=1C=C2C=NNC2=CC1)(F)F (2,2,2-trifluoro-1-(1H-indazol-5-yl)-1-(1-methyl-1H-indol-3-yl)ethanol), C(C1=CC=CC=C1)(=O)Cl (benzoyl chloride). Run in N1=CC=CC=C1 (pyridine), CCOCC (ether), O (water). Reaction conditions: temperature 100 celsius, time 2 hour. Product: C1(=CC=CC=C1)C(=O)N1N=CC2=CC(=CC=C12)C(C(F)(F)F)(C1=CN(C2=CC=CC=C12)C)O (Phenyl-{5-[2,2,2-trifluoro-1-hydroxy-1-(1-methyl-1H-indol-3-yl)ethyl]indazol-1-yl}methanone). Isolated yield 57.4%. As a reaction SMILES: [F:1][C:2]([F:25])([F:24])[C:3]([C:15]1[CH:16]=[C:17]2[C:21](=[CH:22][CH:23]=1)[NH:20][N:19]=[CH:18]2)([C:5]1[C:13]2[C:8](=[CH:9][CH:10]=[CH:11][CH:12]=2)[N:7]([CH3:14])[CH:6]=1)[OH:4].[C:26](Cl)(=[O:33])[C:27]1[CH:32]=[CH:31][CH:30]=[CH:29][CH:28]=1>N1C=CC=CC=1.CCOCC.O>[C:27]1([C:26]([N:20]2[C:21]3[C:17](=[CH:16][C:15]([C:3]([OH:4])([C:5]4[C:13]5[C:8](=[CH:9][CH:10]=[CH:11][CH:12]=5)[N:7]([CH3:14])[CH:6]=4)[C:2]([F:1])([F:24])[F:25])=[CH:23][CH:22]=3)[CH:18]=[N:19]2)=[O:33])[CH:32]=[CH:31][CH:30]=[CH:29][CH:28]=1. Procedure: A mixture of 2,2,2-trifluoro-1-(1H-indazol-5-yl)-1-(1-methyl-1H-indol-3-yl)ethanol (0.162 mmol) and benzoyl chloride (0.324 mmol) in 1 mL pyridine was heated at 100° C. After 2 hours, the mixture was cooled to room temperature and diluted with ether and water. The organic layer was washed with aqueous HCl and brine and dried over magnesium sulfate. The volatiles were removed in vacuo and the residue purified by flash silica gel chromatography using 33% ethyl acetate in hexanes. The product-rich ... Starting materials: CO, [N-]=[N+]=NCCn1cnc2cc(C(=O)N3CCCC4CCCCC43)ccc21. Reaction SMILES: [CH3:27][OH:28].[N:1](=[N+:2]=[N-:3])[CH2:4][CH2:5][n:6]1[cH:7][n:8][c:9]2[c:10]1[cH:11][cH:12][c:13]([C:15](=[O:16])[N:17]1[CH2:18][CH2:19][CH2:20][CH:21]3[CH2:22][CH2:23][CH2:24][CH2:25][CH:26]13)[cH:14]2>>[NH2:1][CH2:4][CH2:5][n:6]1[cH:7][n:8][c:9]2[c:10]1[cH:11][cH:12][c:13]([C:15](=[O:16])[N:17]1[CH2:18][CH2:19][CH2:20][CH:21]3[CH2:22][CH2:23][CH2:24][CH2:25][CH:26]13)[cH:14]2. The product is NCCn1cnc2cc(C(=O)N3CCCC4CCCCC43)ccc21. Reactants: Nc1cc(Cl)c(Cc2ccc3ccccc3n2)c(Cl)c1, Cc1cc(S(=O)(=O)Cl)c(Cl)cc1Cl, c1ccncc1. Product: Cc1cc(S(=O)(=O)Nc2cc(Cl)c(Cc3ccc4ccccc4n3)c(Cl)c2)c(Cl)cc1Cl. RXN SMILES: [Cl:1][c:2]1[cH:3][c:4]([NH2:20])[cH:5][c:6]([Cl:19])[c:7]1[CH2:8][c:9]1[n:10][c:11]2[cH:12][cH:13][cH:14][cH:15][c:16]2[cH:17][cH:18]1.[Cl:21][c:22]1[c:23]([S:30](=[O:31])(=[O:32])[Cl:33])[cH:24][c:25]([CH3:29])[c:26]([Cl:28])[cH:27]1.[cH:34]1[cH:35][cH:36][n:37][cH:38][cH:39]1>>[Cl:1][c:2]1[cH:3][c:4]([NH:20][S:30]([c:23]2[c:22]([Cl:21])[cH:27][c:26]([Cl:28])[c:25]([CH3:29])[cH:24]2)(=[O:31])=[O:32])[cH:5][c:6]([Cl:19])[c:7]1[CH2:8][c:9]1[n:10][c:11]2[cH:12][cH:13][cH:14][cH:15][c:16]2[cH:17][cH:18]1. Reactants: NC(CCCC(=O)OC)C1=C(C=CC=C1OC)OC (methyl 5-amino-5-(2,6-dimethoxyphenyl)pentanoate), S1C(=NC2=C1C=CC=C2)C=O (benzo[d]thiazole-2-carbaldehyde). Yields the product S1C(=NC2=C1C=CC=C2)CN2C(CCCC2C2=C(C=CC=C2OC)OC)=O (1-(benzo[d]thiazol-2-ylmethyl)-6-(2,6-dimethoxyphenyl)piperidin-2-one). Reaction SMILES: [NH2:1][CH:2]([C:10]1[C:15]([O:16][CH3:17])=[CH:14][CH:13]=[CH:12][C:11]=1[O:18][CH3:19])[CH2:3][CH2:4][CH2:5][C:6]([O:8]C)=O.[S:20]1[C:24]2[CH:25]=[CH:26][CH:27]=[CH:28][C:23]=2[N:22]=[C:21]1[CH:29]=O>>[S:20]1[C:24]2[CH:25]=[CH:26][CH:27]=[CH:28][C:23]=2[N:22]=[C:21]1[CH2:29][N:1]1[CH:2]([C:10]2[C:15]([O:16][CH3:17])=[CH:14][CH:13]=[CH:12][C:11]=2[O:18][CH3:19])[CH2:3][CH2:4][CH2:5][C:6]1=[O:8]. Procedure details: Prepared according to the described general procedure 1 (GP1) by reaction of methyl 5-amino-5-(2,6-dimethoxyphenyl)pentanoate with commercially available benzo[d]thiazole-2-carbaldehyde. Subsequent purification by preparative HPLC afforded the target compound. LC-MS (conditions A): tR=0.82 min.; [M+H]+: 383.14 g/mol.